From a dataset of the Open Reaction Database (ORD), a public repository of structured organic reaction records. describe an organic reaction: reactants, conditions, products, and yield Starting materials: CC(=O)CCN(C(=O)Cc1ccccc1)C(C)(C)c1ccccc1, CCO, [K+], [OH-]. Yields the product CC1=C(c2ccccc2)C(=O)N(C(C)(C)c2ccccc2)CC1. Reaction SMILES: [CH3:1][C:2]([c:3]1[cH:4][cH:5][cH:6][cH:7][cH:8]1)([CH3:9])[N:10]([C:11]([CH2:12][c:13]1[cH:14][cH:15][cH:16][cH:17][cH:18]1)=[O:19])[CH2:20][CH2:21][C:22]([CH3:23])=[O:24].[CH3:27][CH2:28][OH:29].[K+:26].[OH-:25]>>[CH3:1][C:2]([c:3]1[cH:4][cH:5][cH:6][cH:7][cH:8]1)([CH3:9])[N:10]1[C:11](=[O:19])[C:12]([c:13]2[cH:14][cH:15][cH:16][cH:17][cH:18]2)=[C:22]([CH3:23])[CH2:21][CH2:20]1. The reactants are [BH4-], CCc1ccc(C(=O)N2CCC3(CC2)Oc2cc(C#N)ccc2-n2cccc23)cc1OC, CO, Cl[Co]Cl, [Na+], O, O, O, O, O, O. Yields the product CCc1ccc(C(=O)N2CCC3(CC2)Oc2cc(CN)ccc2-n2cccc23)cc1OC. As a reaction SMILES: [BH4-:1].[CH2:3]([CH3:4])[c:5]1[c:6]([O:33][CH3:34])[cH:7][c:8]([C:9](=[O:10])[N:11]2[CH2:12][CH2:13][C:14]3([CH2:15][CH2:16]2)[O:17][c:18]2[c:19]([cH:25][cH:26][c:27]([C:29]#[N:30])[cH:28]2)-[n:20]2[c:21]3[cH:22][cH:23][cH:24]2)[cH:31][cH:32]1.[CH3:35][OH:36].[Cl:43][Co:44][Cl:45].[Na+:2].[OH2:37].[OH2:38].[OH2:39].[OH2:40].[OH2:41].[OH2:42]>>[CH2:3]([CH3:4])[c:5]1[c:6]([O:33][CH3:34])[cH:7][c:8]([C:9](=[O:10])[N:11]2[CH2:12][CH2:13][C:14]3([CH2:15][CH2:16]2)[O:17][c:18]2[c:19]([cH:25][cH:26][c:27]([CH2:29][NH2:30])[cH:28]2)-[n:20]2[c:21]3[cH:22][cH:23][cH:24]2)[cH:31][cH:32]1. The solvent is C(C)(=O)OCC (ethyl acetate). Reported procedure: To a solution of ethyl 3-methyl-1H-pyrrole-4-carboxylate (3.15 g, 20.5 mmol) in acetonitrile (MeCN) were added potassium carbonate (5.7 g, 41 mmol) and 2,4-dichloro-5-fluoropyrimidine (3.4 g, 20.5 mmol) at room temperature. The resulting slurry was heated at 80° C. for 3 hours with monitoring a reaction with LC-MS or thin layer chromatography (TLC). It was diluted with ethyl acetate and washed with brine. The collected organic layer was dried over anhydrous sodium sulfate and then partially conc... Reaction SMILES: [CH3:1][C:2]1[C:6]([C:7]([O:9][CH2:10][CH3:11])=[O:8])=[CH:5][NH:4][CH:3]=1.C(=O)([O-])[O-].[K+].[K+].[Cl:18][C:19]1[N:24]=C(Cl)[C:22]([F:26])=[CH:21][N:20]=1.C(#[N:29])C>C(OCC)(=O)C>[Cl:18][C:19]1[N:24]=[C:3]([N:4]2[CH:5]=[C:6]([C:7]([O:9][CH2:10][CH3:11])=[O:8])[C:2]([CH3:1])=[N:29]2)[C:22]([F:26])=[CH:21][N:20]=1 |f:1.2.3|. Run at temperature 80 celsius. Yields the product ClC1=NC=C(C(=N1)N1N=C(C(=C1)C(=O)OCC)C)F (ethyl 1-(2-chloro-5-fluoropyrimidin-4-yl)-3-methyl-1H-pyrazole-4-carboxylate). Yield: 85.0%. Starting materials: CC1=CNC=C1C(=O)OCC (ethyl 3-methyl-1H-pyrrole-4-carboxylate), C([O-])([O-])=O.[K+].[K+] (potassium carbonate), ClC1=NC=C(C(=N1)Cl)F (2,4-dichloro-5-fluoropyrimidine), C(C)#N (acetonitrile). The reactants are ClC=1C2=C(N=CN1)NC=C2C(=O)O (4-chloro-7H-pyrrolo[2,3-d]pyrimidine-5-carboxylic acid), C(C(=O)Cl)(=O)Cl (oxalyl dichloride), CN(C)C=O (DMF). Run in C(Cl)Cl (DCM), C1CCOC1 (THF). Run at time 2 hour. Yields the product ClC=1C2=C(N=CN1)NC=C2C(=O)N (4-chloro-7H-pyrrolo[2,3-d]pyrimidine-5-carboxamide). Reaction SMILES: [Cl:1][C:2]1[C:3]2[C:10]([C:11]([OH:13])=O)=[CH:9][NH:8][C:4]=2[N:5]=[CH:6][N:7]=1.C[N:15](C=O)C.C(Cl)(=O)C(Cl)=O>C(Cl)Cl.C1COCC1>[Cl:1][C:2]1[C:3]2[C:10]([C:11]([NH2:15])=[O:13])=[CH:9][NH:8][C:4]=2[N:5]=[CH:6][N:7]=1. Procedure details: To a stirred suspension of 4-chloro-7H-pyrrolo[2,3-d]pyrimidine-5-carboxylic acid (G-1) (3.11 g, 15.7 mmol, 1.0 eq) and a catalytic amount of DMF in a mixture of DCM (40 mL) and THF (40 mL) at RT, oxalyl dichloride (2.0 mL, 23.5 mmol, 1.5 eq) is added dropwise. The resulting mixture is stirred for 2 h and then concentrated in vacuo. The residue (G2) is dissolved in DCM (50 mL) and the resulting solution is added dropwise to saturated aqueous ammonium hydroxide (200 mL) at RT. The resulting mixtu...